This data is from the Open Reaction Database (ORD), a public repository of structured organic reaction records. The task is: describe an organic reaction: reactants, conditions, products, and yield The reactants are C1=CC=CC2=C1C(=NC1=C(S2)C=CC=C1)N1CC(N(CC1)CCOCCO)CNC(C(F)(F)F)=O (N-((4-(dibenzo[b,f][1,4]thiazepin-11-yl)-1-(2-(2-hydroxyethoxy)ethyl)piperazin-2-yl)methyl)-2,2,2-trifluoroacetamide), C([O-])([O-])=O.[K+].[K+] (potassium carbonate). Solvent: CO (methanol). Run at time 18 hour. The product is NCC1N(CCN(C1)C1=NC2=C(SC3=C1C=CC=C3)C=CC=C2)CCOCCO (2-(2-(2-(Aminomethyl)-4-(dibenzo[b,f][1,4]thiazepin-11-yl)piperazin-1-yl)ethoxy)ethanol). Reaction SMILES: [CH:1]1[C:6]2[C:7]([N:16]3[CH2:21][CH2:20][N:19]([CH2:22][CH2:23][O:24][CH2:25][CH2:26][OH:27])[CH:18]([CH2:28][NH:29]C(=O)C(F)(F)F)[CH2:17]3)=[N:8][C:9]3[CH:15]=[CH:14][CH:13]=[CH:12][C:10]=3[S:11][C:5]=2[CH:4]=[CH:3][CH:2]=1.C(=O)([O-])[O-].[K+].[K+]>CO>[NH2:29][CH2:28][CH:18]1[CH2:17][N:16]([C:7]2[C:6]3[CH:1]=[CH:2][CH:3]=[CH:4][C:5]=3[S:11][C:10]3[CH:12]=[CH:13][CH:14]=[CH:15][C:9]=3[N:8]=2)[CH2:21][CH2:20][N:19]1[CH2:22][CH2:23][O:24][CH2:25][CH2:26][OH:27] |f:1.2.3|. Procedure: A mixture of N-((4-(dibenzo[b,f][1,4]thiazepin-11-yl)-1-(2-(2-hydroxyethoxy)ethyl)piperazin-2-yl)methyl)-2,2,2-trifluoroacetamide, prepared as described in the previous step, (2.0 g) and aqueous potassium carbonate (5%) (15 mL) in methanol (20 mL) was stirred at room temperature for 18 hours and extracted with ethyl acetate. The organic layers were washed with saturated aqueous sodium chloride, dried over sodium sulfate, filtered, evaporated to give the crude product which was purified by column... Starting materials: O1COC2=C1C=CC(=C2)C(=O)O (1,3-benzodioxole-5-carboxylic acid), BrC1=C(C(=O)O)C=C(C=C1)OC (2-bromo-5-methoxybenzoic acid), halogen-lithium. The product is O1COC2=C1C=CC(=C2)C(=O)C2=C(C(=O)O)C=C(C=C2)OC (2-(1,3-Benzodioxol-5-yl)carbonyl-5-methoxybenzoic acid). Reaction SMILES: [O:1]1[C:5]2[CH:6]=[CH:7][C:8]([C:10]([OH:12])=O)=[CH:9][C:4]=2[O:3][CH2:2]1.Br[C:14]1[CH:22]=[CH:21][C:20]([O:23][CH3:24])=[CH:19][C:15]=1[C:16]([OH:18])=[O:17]>>[O:1]1[C:5]2[CH:6]=[CH:7][C:8]([C:10]([C:14]3[CH:22]=[CH:21][C:20]([O:23][CH3:24])=[CH:19][C:15]=3[C:16]([OH:18])=[O:17])=[O:12])=[CH:9][C:4]=2[O:3][CH2:2]1. Procedure details: This compound is obtained according to the procedure described in 1.1. by reacting 1,3-benzodioxole-5-carboxylic acid and 2-bromo-5-methoxybenzoic acid after halogen-lithium exchange. It is used in crude form in the following reaction. Reactants: Brc1ccc2c(c1)Sc1ccccc1CC2, [C-]#N, CN(C)C=O, NC(=O)c1ccc2c(c1)Sc1ccccc1CC2. The product is N#Cc1ccc2c(c1)Sc1ccccc1CC2. Reaction SMILES: [Br:1][c:2]1[cH:3][cH:4][c:5]2[c:15]([cH:16]1)[S:14][c:13]1[c:8]([cH:9][cH:10][cH:11][cH:12]1)[CH2:7][CH2:6]2.[C-:17]#[N:18].[CH3:37][N:38]([CH3:39])[CH:40]=[O:41].[cH:19]1[cH:20][c:21]([C:34](=[O:35])[NH2:36])[cH:22][c:23]2[c:29]1[CH2:28][CH2:27][c:26]1[c:25]([cH:33][cH:32][cH:31][cH:30]1)[S:24]2>>[cH:19]1[cH:20][c:21]([C:34]#[N:36])[cH:22][c:23]2[c:29]1[CH2:28][CH2:27][c:26]1[c:25]([cH:33][cH:32][cH:31][cH:30]1)[S:24]2. The reactants are S(=O)(=O)(Cl)Cl (sulfuryl chloride), C(C)OC(=O)C=1SC(=CC1)C (5-Methyl-2-thiophenecarboxylic acid ethyl ester), S(=S)(=O)([O-])[O-].[Na+].[Na+] (sodium thiosulfate). Solvent: C(C)#N (acetonitrile), C(C)#N (acetonitrile). Reaction conditions: time 1.5 hour. The product is C(C)OC(=O)C=1SC(=C(C1)Cl)C (4-chloro-5-methyl-2-thiophenecarboxylic acid ethyl ester). Reaction SMILES: [CH2:1]([O:3][C:4]([C:6]1[S:7][C:8]([CH3:11])=[CH:9][CH:10]=1)=[O:5])[CH3:2].S(Cl)([Cl:15])(=O)=O.S([O-])([O-])(=O)=S.[Na+].[Na+]>C(#N)C>[CH2:1]([O:3][C:4]([C:6]1[S:7][C:8]([CH3:11])=[C:9]([Cl:15])[CH:10]=1)=[O:5])[CH3:2] |f:2.3.4|. Procedure: 5-Methyl-2-thiophenecarboxylic acid (2.84 g) was dissolved in N,N-dimethylformamide (30 ml), and iodoethane (1.68 ml) and potassium carbonate (2.76 g) were added. The mixture was stirred at room temperature for 15 hours, poured into water and extracted with diethyl ether. The extract was washed with 5% aqueous potassium hydrogen sulfate, dried over anhydrous magnesium sulfate and concentrated under reduced pressure to give 2-methyl-3-thiophenecarboxylic acid ethyl ester (1.84 g). 5-Methyl-2-thio... Starting materials: O=C1CCC(=O)N1Br, Nc1nc(-c2cccnc2)ccc1[N+](=O)[O-], CN(C)C=O. Yields the product Nc1nc(-c2cccnc2)c(Br)cc1[N+](=O)[O-]. RXN SMILES: [Br:17][N:18]1[C:19](=[O:20])[CH2:21][CH2:22][C:23]1=[O:24].[N+:1](=[O:2])([O-:3])[c:4]1[cH:5][cH:6][c:7](-[c:11]2[cH:12][n:13][cH:14][cH:15][cH:16]2)[n:8][c:9]1[NH2:10].[O:25]=[CH:26][N:27]([CH3:28])[CH3:29]>>[N+:1](=[O:2])([O-:3])[c:4]1[cH:5][c:6]([Br:17])[c:7](-[c:11]2[cH:12][n:13][cH:14][cH:15][cH:16]2)[n:8][c:9]1[NH2:10]. Yields the product C(C1=CC=CC=C1)OC(NC(CC)C1(CCC(CC1)=O)C)=O ([1-(1-Methyl-4-oxo-cyclohexyl)-propyl]-carbamic acid benzyl ester). Solvent: CC(=O)C (acetone), Cl (hydrochloric acid). Reaction SMILES: [CH2:1]([O:8][C:9](=[O:25])[NH:10][CH:11]([C:14]1([CH3:24])[CH2:23][CH2:22][C:17]2(OCC[O:18]2)[CH2:16][CH2:15]1)[CH2:12][CH3:13])[C:2]1[CH:7]=[CH:6][CH:5]=[CH:4][CH:3]=1.C(=O)(O)[O-].[Na+]>CC(C)=O.Cl>[CH2:1]([O:8][C:9](=[O:25])[NH:10][CH:11]([C:14]1([CH3:24])[CH2:15][CH2:16][C:17](=[O:18])[CH2:22][CH2:23]1)[CH2:12][CH3:13])[C:2]1[CH:3]=[CH:4][CH:5]=[CH:6][CH:7]=1 |f:1.2|. Reactants: C(C1=CC=CC=C1)OC(NC(CC)C1(CCC2(OCCO2)CC1)C)=O ([1-(8-Methyl-1,4-dioxa-spiro[4.5]dec-8-yl)-propyl]carbamic acid benzyl ester), C([O-])(O)=O.[Na+] (sodium bicarbonate). Run at time 16 hour. Procedure details: 5.50 g of [1-(8-methyl-1,4-dioxa-spiro[4.5]dec-8-yl)-propyl]-carbamic acid benzyl ester (77) were dissolved in 15 mL of a 2:1 mixture of acetone and 6N aqueous hydrochloric acid. The reaction mixture was stirred for 16 h at room temperature, then dropped into 150 mL of saturated aqueous sodium bicarbonate solution. The mixture was extracted three times with dichloromethane (100 mL each), the combined organic phases were dried over magnesium sulphate, filtered and concentrated to give the ketone ... Starting materials: C(C)OCC(=O)Cl (Ethoxyacetyl chloride), NC=1C=NC2=CC=C(C=C2C1NCC(C)(O)C)OCC1=CC=CC=C1 (1-{[3-amino-6-(benzyloxy)quinoline-4-yl]amino}-2-methylpropan-2-ol), C(C1=CC=CC=C1)OC=1C=C2C(=C(C=NC2=CC1)[N+](=O)[O-])Cl (6-benzyloxy-4-chloro-3-nitroquinoline), C(C1=CC=CC=C1)OC1=CC=C2C(=C(C=NC2=C1)[N+](=O)[O-])Cl (7-benzyloxy-4-chloro-3-nitroquinoline). Solvent: C(C)#N (acetonitrile). Reaction conditions: time 8 hour. The product is NC=1C=NC2=CC=C(C=C2C1NCC(C)(O)C)OCC1=CC=CC=C1 (1-{[3-Amino-6-(benzyloxy)quinolin-4-yl]amino}-2-methylpropan-2-ol), Cl.C(C1=CC=CC=C1)OC=1C=C2C(=C(C=NC2=CC1)NC(COCC)=O)NCC(C)(C)O (N-{6-benzyloxy-4-[(2-hydroxy-2-methylpropyl)amino]quinolin-3-yl}-2-ethoxyacetamide hydrochloride). RXN SMILES: C(OC1C=C2C(=CC=1)N=CC([N+]([O-])=O)=C2[Cl:22])C1C=CC=CC=1.C(OC1C=C2C(C(Cl)=C([N+]([O-])=O)C=N2)=CC=1)C1C=CC=CC=1.[CH2:45]([O:47][CH2:48][C:49](Cl)=[O:50])[CH3:46].[NH2:52][C:53]1[CH:54]=[N:55][C:56]2[C:61]([C:62]=1[NH:63][CH2:64][C:65]([CH3:68])([OH:67])[CH3:66])=[CH:60][C:59]([O:69][CH2:70][C:71]1[CH:76]=[CH:75][CH:74]=[CH:73][CH:72]=1)=[CH:58][CH:57]=2>C(#N)C>[NH2:52][C:53]1[CH:54]=[N:55][C:56]2[C:61]([C:62]=1[NH:63][CH2:64][C:65]([CH3:66])([OH:67])[CH3:68])=[CH:60][C:59]([O:69][CH2:70][C:71]1[CH:72]=[CH:73][CH:74]=[CH:75][CH:76]=1)=[CH:58][CH:57]=2.[ClH:22].[CH2:70]([O:69][C:59]1[CH:60]=[C:61]2[C:56](=[CH:57][CH:58]=1)[N:55]=[CH:54][C:53]([NH:52][C:49](=[O:50])[CH2:48][O:47][CH2:45][CH3:46])=[C:62]2[NH:63][CH2:64][C:65]([OH:67])([CH3:66])[CH3:68])[C:71]1[CH:76]=[CH:75][CH:74]=[CH:73][CH:72]=1 |f:6.7|. Procedure: 1-{[3-Amino-6-(benzyloxy)quinolin-4-yl]amino}-2-methylpropan-2-ol was prepared according to the general methods described in Parts A and B of Example 54 using 6-benzyloxy-4-chloro-3-nitroquinoline in lieu of 7-benzyloxy-4-chloro-3-nitroquinoline in Part A. Ethoxyacetyl chloride (5.37 g, 43.8 mmol) was added to a solution of 1-{[3-amino-6-(benzyloxy)quinoline-4-yl]amino}-2-methylpropan-2-ol (7.45 g, 22.1 mmol) in acetonitrile (230 mL), and the reaction was stirred overnight. The solvent was remov...